This data is from the Open Reaction Database (ORD), a public repository of structured organic reaction records. The task is: describe an organic reaction: reactants, conditions, products, and yield Reported procedure: To a stirred solution of 2-chloro-5-iodo-pyridine (CAS number 69045-79-0, 10.52 g, 43.9 mmol) and diisopropylethylamine (11.5 mL, 65.9 mmol) in DMA (200 mL) was added piperazine (15.14 g, 0.176 mol). The mixture was then heated to 120° C. for 20 hours. The solid precipitate was then filtered off, and the filtrate evaporated in vacuo. The residue was partitioned between EtOAc (100 mL) and water (100 mL) and the layers were separated. The aqueous layer was then extracted with EtOAc (2×100 mL). The... Solvent: CC(=O)N(C)C (DMA). Reaction SMILES: Cl[C:2]1[CH:7]=[CH:6][C:5]([I:8])=[CH:4][N:3]=1.C(N(C(C)C)CC)(C)C.[NH:18]1[CH2:23][CH2:22][NH:21][CH2:20][CH2:19]1>CC(N(C)C)=O>[I:8][C:5]1[CH:6]=[CH:7][C:2]([N:18]2[CH2:23][CH2:22][NH:21][CH2:20][CH2:19]2)=[N:3][CH:4]=1. Yields the product IC=1C=CC(=NC1)N1CCNCC1 (1-(5-iodopyridin-2-yl)piperazine). Conditions: temperature 120 celsius. Starting materials: ClC1=NC=C(C=C1)I (2-chloro-5-iodo-pyridine), C(C)(C)N(CC)C(C)C (diisopropylethylamine), N1CCNCC1 (piperazine). The yield is 82.0%. Reactants: O=C(OC(=O)C(F)(F)F)C(F)(F)F, CN(C)c1nc(Cc2ccc(NC(=O)c3ccc4ccccc4c3)cc2)nc(Cl)c1CC(N)=O, c1ccncc1. Product: CN(C)c1nc(Cc2ccc(NC(=O)c3ccc4ccccc4c3)cc2)nc(Cl)c1CC#N. RXN SMILES: [F:35][C:36]([F:37])([F:38])[C:39]([O:40][C:41](=[O:42])[C:43]([F:44])([F:45])[F:46])=[O:47].[NH2:1][C:2]([CH2:3][c:4]1[c:5]([Cl:33])[n:6][c:7]([CH2:13][c:14]2[cH:15][cH:16][c:17]([NH:20][C:21](=[O:22])[c:23]3[cH:24][c:25]4[cH:26][cH:27][cH:28][cH:29][c:30]4[cH:31][cH:32]3)[cH:18][cH:19]2)[n:8][c:9]1[N:10]([CH3:11])[CH3:12])=[O:34].[cH:48]1[cH:49][cH:50][n:51][cH:52][cH:53]1>>[N:1]#[C:2][CH2:3][c:4]1[c:5]([Cl:33])[n:6][c:7]([CH2:13][c:14]2[cH:15][cH:16][c:17]([NH:20][C:21](=[O:22])[c:23]3[cH:24][c:25]4[cH:26][cH:27][cH:28][cH:29][c:30]4[cH:31][cH:32]3)[cH:18][cH:19]2)[n:8][c:9]1[N:10]([CH3:11])[CH3:12]. Procedure: A solution of N-(5-chloro-7-ethynyl-1,3-benzodioxol-4-yl)-6-methoxy-7-(3-morpholin-4-ylpropoxy)quinazolin-4-amine (0.140 g, 0.28 mmol ), 5-iodo-1-[(4-methylphenyl)sulfonyl)-1H-pyrazole (0.147 g, 0.42 mmol) and diisopropylamine (0.078 ml, 0.56 mmol) in ethyl acetate (5 ml) was cooled to −20 C under a nitrogen atmosphere. To this mixture was added copper (I) iodide (0.016 g, 0.084 mmol) and bis(triphenylphospine)palladium (II) chloride (0.039 g, 0.056 mmol). The reaction mixture was allowed to war... Reaction SMILES: [Cl:1][C:2]1[CH:10]=[C:9]([C:11]#[CH:12])[C:5]2[O:6][CH2:7][O:8][C:4]=2[C:3]=1[NH:13][C:14]1[C:23]2[C:18](=[CH:19][C:20]([O:26][CH2:27][CH2:28][CH2:29][N:30]3[CH2:35][CH2:34][O:33][CH2:32][CH2:31]3)=[C:21]([O:24][CH3:25])[CH:22]=2)[N:17]=[CH:16][N:15]=1.I[C:37]1[N:41]([S:42]([C:45]2[CH:50]=[CH:49][C:48]([CH3:51])=[CH:47][CH:46]=2)(=[O:44])=[O:43])[N:40]=[CH:39][CH:38]=1.C(NC(C)C)(C)C>C(OCC)(=O)C.[Cu]I.C1C=CC(P(C2C=CC=CC=2)C2C=CC=CC=2)=CC=1.C1C=CC(P(C2C=CC=CC=2)C2C=CC=CC=2)=CC=1.Cl[Pd]Cl>[Cl:1][C:2]1[CH:10]=[C:9]([C:11]#[C:12][C:37]2[N:41]([S:42]([C:45]3[CH:50]=[CH:49][C:48]([CH3:51])=[CH:47][CH:46]=3)(=[O:43])=[O:44])[N:40]=[CH:39][CH:38]=2)[C:5]2[O:6][CH2:7][O:8][C:4]=2[C:3]=1[NH:13][C:14]1[C:23]2[C:18](=[CH:19][C:20]([O:26][CH2:27][CH2:28][CH2:29][N:30]3[CH2:31][CH2:32][O:33][CH2:34][CH2:35]3)=[C:21]([O:24][CH3:25])[CH:22]=2)[N:17]=[CH:16][N:15]=1 |f:5.6.7|. The yield is 51.3%. The solvent is C(C)(=O)OCC (ethyl acetate). The product is ClC1=C(C2=C(OCO2)C(=C1)C#CC1=CC=NN1S(=O)(=O)C1=CC=C(C=C1)C)NC1=NC=NC2=CC(=C(C=C12)OC)OCCCN1CCOCC1 (N-[5-chloro-7-({1-[(4-methylphenyl)sulfonyl]-1H-pyrazol-5-yl}ethynyl)-1,3-benzodioxol-4-yl]-6-methoxy-7-(3-morpholin-4-ylpropoxy)quinazolin-4-amine). Starting materials: ClC1=C(C2=C(OCO2)C(=C1)C#C)NC1=NC=NC2=CC(=C(C=C12)OC)OCCCN1CCOCC1 (N-(5-chloro-7-ethynyl-1,3-benzodioxol-4-yl)-6-methoxy-7-(3-morpholin-4-ylpropoxy)quinazolin-4-amine), IC1=CC=NN1S(=O)(=O)C1=CC=C(C=C1)C (5-iodo-1-[(4-methylphenyl)sulfonyl)-1H-pyrazole), C(C)(C)NC(C)C (diisopropylamine). Reagents/catalysts: [Cu]I (copper (I) iodide), C1=CC=C(C=C1)P(C2=CC=CC=C2)C3=CC=CC=C3.C1=CC=C(C=C1)P(C2=CC=CC=C2)C3=CC=CC=C3.Cl[Pd]Cl (bis(triphenylphospine)palladium (II) chloride). Reaction conditions: time 8 hour. Reactants: BrC1=CC(=C(C=C1)CBr)S(=O)(=O)C (4-bromo-1-bromomethyl-2-methanesulfonylbenzene), C1(C=2C(C(N1)=O)=CC=CC2)=O.[K] (potassium phthalimide). Run in CN(C)C=O (DMF), O (water). Run at time 30 minute. Product: BrC1=CC(=C(CN2C(C3=CC=CC=C3C2=O)=O)C=C1)S(=O)(=O)C (2-(4-Bromo-2-methanesulfonylbenzyl)isoindole-1,3-dione). The yield is 49.9%. As a reaction SMILES: [Br:1][C:2]1[CH:7]=[CH:6][C:5]([CH2:8]Br)=[C:4]([S:10]([CH3:13])(=[O:12])=[O:11])[CH:3]=1.[C:14]1(=[O:24])[NH:18][C:17](=[O:19])[C:16]2=[CH:20][CH:21]=[CH:22][CH:23]=[C:15]12.[K]>CN(C=O)C.O>[Br:1][C:2]1[CH:7]=[CH:6][C:5]([CH2:8][N:18]2[C:14](=[O:24])[C:15]3[C:16](=[CH:20][CH:21]=[CH:22][CH:23]=3)[C:17]2=[O:19])=[C:4]([S:10]([CH3:13])(=[O:12])=[O:11])[CH:3]=1 |f:1.2,^1:24|. Reported procedure: 3.0 g of 4-bromo-1-bromomethyl-2-methanesulfonylbenzene and 2.0 g of potassium phthalimide are stirred at 100° C. for 1 h in 30 ml of anhydrous DMF. The mixture is allowed to cool, diluted with 200 ml of water and the suspension is stirred at RT for 30 minutes. The product is then filtered off and 1.8 g of a colorless solid are obtained, mp 188-190° C. The reactants are [BH4-], CO, COc1ccc2c(c1)C(C)=NCC2, Cl, [Na+]. Yields the product COc1ccc2c(c1)C(C)NCC2. Reaction SMILES: [BH4-:1].[CH3:17][OH:18].[CH3:3][O:4][c:5]1[cH:6][cH:7][c:8]2[c:13]([cH:14]1)[C:12]([CH3:15])=[N:11][CH2:10][CH2:9]2.[ClH:16].[Na+:2]>>[CH3:3][O:4][c:5]1[cH:6][cH:7][c:8]2[c:13]([cH:14]1)[CH:12]([CH3:15])[NH:11][CH2:10][CH2:9]2. Starting materials: CO, O=C(OCc1ccccc1)N1CCN(c2ccc([N+](=O)[O-])cc2)CC1. The product is Nc1ccc(N2CCN(C(=O)OCc3ccccc3)CC2)cc1. Reaction SMILES: [CH3:26][OH:27].[N+:1]([O-:2])(=[O:3])[c:4]1[cH:5][cH:6][c:7]([N:10]2[CH2:11][CH2:12][N:13]([C:16](=[O:17])[O:18][CH2:19][c:20]3[cH:21][cH:22][cH:23][cH:24][cH:25]3)[CH2:14][CH2:15]2)[cH:8][cH:9]1>>[NH2:1][c:4]1[cH:5][cH:6][c:7]([N:10]2[CH2:11][CH2:12][N:13]([C:16](=[O:17])[O:18][CH2:19][c:20]3[cH:21][cH:22][cH:23][cH:24][cH:25]3)[CH2:14][CH2:15]2)[cH:8][cH:9]1. Procedure details: A solution of 4-(3-thienyl)-8-chloro-3-methoxy-2,5-dioxo-2,5-dihydro-1H-benz[b]azepine (0.74 g) in 2.4N HCl/THF (1:1, 600 mL) was allowed to stir at room temperature for 48 hours. The reaction mixture was partitioned between ether and water. The organic portion was dried (MgSO4), filtered, and concentrated in vacuo. The residue was recrystallized twice from ethyl acetate/hexanes (2:1) to afford the title compound (0.173 g); mp 248° C. (dec.); NMR: 11.75 (bs, 1), 10.45 (bs, 1), 7.80 (d, 1, J=8.6)... The product is ClC=1C=CC2=C(NC(C(=C(C2=O)C2=CSC=C2)O)=O)C1 (8-Chloro-3-hydroxy-4-thiophen-3-yl-1H-benzo(b)azepine-2,5-dione). Yield: 24.5%. Run in Cl.C1CCOC1 (HCl THF). Conditions: time 48 hour. The reactants are S1C=C(C=C1)C=1C(C2=C(NC(C1OC)=O)C=C(C=C2)Cl)=O (4-(3-thienyl)-8-chloro-3-methoxy-2,5-dioxo-2,5-dihydro-1H-benz[b]azepine). Reaction SMILES: [S:1]1[CH:5]=[CH:4][C:3]([C:6]2[C:7](=[O:21])[C:8]3[CH:19]=[CH:18][C:17]([Cl:20])=[CH:16][C:9]=3[NH:10][C:11](=[O:15])[C:12]=2[O:13]C)=[CH:2]1>Cl.C1COCC1>[Cl:20][C:17]1[CH:18]=[CH:19][C:8]2[C:7](=[O:21])[C:6]([C:3]3[CH:4]=[CH:5][S:1][CH:2]=3)=[C:12]([OH:13])[C:11](=[O:15])[NH:10][C:9]=2[CH:16]=1 |f:1.2|.